This data is from the Open Reaction Database (ORD), a public repository of structured organic reaction records. The task is: describe an organic reaction: reactants, conditions, products, and yield The reactants are NC1=CC=CC=C1 (Aniline), product, FC1=C(C#N)C(=CC=C1)C1=CC=CC=C1 (2-fluoro-6-phenylbenzonitrile), [H-].[Na+] (Sodium hydride). Solvent: CS(=O)C (dimethyl sulfoxide), CS(=O)C (dimethyl sulfoxide). Yields the product C1(=CC=CC=C1)NC1=C(C#N)C(=CC=C1)C1=CC=CC=C1 (2-Phenylamino-6-phenylbenzonitrile). Reaction SMILES: [NH2:1][C:2]1[CH:7]=[CH:6][CH:5]=[CH:4][CH:3]=1.[H-].[Na+].F[C:11]1[CH:18]=[CH:17][CH:16]=[C:15]([C:19]2[CH:24]=[CH:23][CH:22]=[CH:21][CH:20]=2)[C:12]=1[C:13]#[N:14]>CS(C)=O>[C:2]1([NH:1][C:11]2[CH:18]=[CH:17][CH:16]=[C:15]([C:19]3[CH:20]=[CH:21][CH:22]=[CH:23][CH:24]=3)[C:12]=2[C:13]#[N:14])[CH:7]=[CH:6][CH:5]=[CH:4][CH:3]=1 |f:1.2|. Reported procedure: Aniline (0.168 g, 1.8 mmol) was dissolved in dimethyl sulfoxide (3 mL) and stirred under argon at room temperature. Sodium hydride (0.0043 g, 1.8 mmol) was added and a deep purple color developed while the mixture was stirred at room temperature for 1 hour. The mixture was cooled to 0° C. in an ice bath and the product of example 12a above, 2-fluoro-6-phenylbenzonitrile, (0.295 g, 1.5 mmol) dissolved in dimethyl sulfoxide (2 mL) was added and the mixture stirred at room temperature overnight. Th... Product: COc1ccc(-c2ccnc(NC(=O)OC(C)(C)C)c2)cc1CN(C(=O)c1sc2c(F)ccc(F)c2c1Cl)C1CCC(N(C)C(=O)OC(C)(C)C)CC1. As a reaction SMILES: [BH:1]([OH:2])[OH:3].[Br:43][c:44]1[cH:45][c:46]([NH:50][C:51]([O:52][C:53]([CH3:54])([CH3:55])[CH3:56])=[O:57])[n:47][cH:48][cH:49]1.[C:4](=[O:5])([O:6][C:7]([CH3:8])([CH3:9])[CH3:10])[N:11]([CH:12]1[CH2:13][CH2:14][CH:15]([N:18]([C:19](=[O:20])[c:21]2[c:22]([Cl:32])[c:23]3[c:24]([s:25]2)[c:26]([F:31])[cH:27][cH:28][c:29]3[F:30])[CH2:33][c:34]2[cH:35][cH:36][cH:37][cH:38][c:39]2[O:40][CH3:41])[CH2:16][CH2:17]1)[CH3:42]>>[C:4](=[O:5])([O:6][C:7]([CH3:8])([CH3:9])[CH3:10])[N:11]([CH:12]1[CH2:13][CH2:14][CH:15]([N:18]([C:19](=[O:20])[c:21]2[c:22]([Cl:32])[c:23]3[c:24]([s:25]2)[c:26]([F:31])[cH:27][cH:28][c:29]3[F:30])[CH2:33][c:34]2[cH:35][c:36](-[c:44]3[cH:45][c:46]([NH:50][C:51]([O:52][C:53]([CH3:54])([CH3:55])[CH3:56])=[O:57])[n:47][cH:48][cH:49]3)[cH:37][cH:38][c:39]2[O:40][CH3:41])[CH2:16][CH2:17]1)[CH3:42]. Reactants: OBO, CC(C)(C)OC(=O)Nc1cc(Br)ccn1, COc1ccccc1CN(C(=O)c1sc2c(F)ccc(F)c2c1Cl)C1CCC(N(C)C(=O)OC(C)(C)C)CC1. Reactants: ClC1=C(C=C(C(=C1)F)F)[N+](=O)[O-] (1-chloro-4,5-difluoro-2-nitrobenzene), COC1=CC=C(CN2N=C(C3=C2N=CC=C3O)I)C=C1 (1-(4-methoxybenzyl)-3-iodo-1H-pyrazolo[3,4-b]pyridin-4-ol), C(=O)([O-])[O-].[K+].[K+] (K2CO3), CN(C)C=O (DMF). Run in O (water). Conditions: temperature 50 celsius. Yields the product COC1=CC=C(CN2N=C(C=3C2=NC=CC3OC3=C(C=C(C(=C3)Cl)[N+](=O)[O-])F)I)C=C1 (1-(4-methoxybenzyl)-4-(5-chloro-2-fluoro-4-nitrophenoxy)-3-iodo-1H-pyrazolo[3,4-b]pyridine). Isolated yield 40.3%. Reaction SMILES: [Cl:1][C:2]1[CH:7]=[C:6](F)[C:5]([F:9])=[CH:4][C:3]=1[N+:10]([O-:12])=[O:11].[CH3:13][O:14][C:15]1[CH:32]=[CH:31][C:18]([CH2:19][N:20]2[C:24]3[N:25]=[CH:26][CH:27]=[C:28]([OH:29])[C:23]=3[C:22]([I:30])=[N:21]2)=[CH:17][CH:16]=1.C([O-])([O-])=O.[K+].[K+].CN(C=O)C>O>[CH3:13][O:14][C:15]1[CH:16]=[CH:17][C:18]([CH2:19][N:20]2[C:24]3=[N:25][CH:26]=[CH:27][C:28]([O:29][C:6]4[CH:7]=[C:2]([Cl:1])[C:3]([N+:10]([O-:12])=[O:11])=[CH:4][C:5]=4[F:9])=[C:23]3[C:22]([I:30])=[N:21]2)=[CH:31][CH:32]=1 |f:2.3.4|. Reported procedure: A mixture of 1-chloro-4,5-difluoro-2-nitrobenzene (2.23 g, 11.5 mmol), 1-(4-methoxybenzyl)-3-iodo-1H-pyrazolo[3,4-b]pyridin-4-ol (4.00 g, 10.5 mmol), K2CO3 (1.60 g, 11.5 mmol) and DMF (100 mL) was heated to 50° C. for 18 hours. The reaction was cooled to ambient temperature, diluted with water (500 mL), extracted with EtOAc, dry over sodium sulfate, filter and concentrate. The residue was purified by flash column chromatography (5% MeOH in CH2Cl2) to provide a light pink solid. The solid was tri...